This data is from the Open Reaction Database (ORD), a public repository of structured organic reaction records. The task is: describe an organic reaction: reactants, conditions, products, and yield Reactants: CC1=CC(=O)OC1=O, Cc1ccccc1, Nc1ccc(Br)cn1. Product: CC1=CC(=O)N(c2ccc(Br)cn2)C1=O. As a reaction SMILES: [C:1]1(=[O:8])[C:2]([CH3:3])=[CH:4][C:5](=[O:6])[O:7]1.[CH3:17][c:18]1[cH:19][cH:20][cH:21][cH:22][cH:23]1.[NH2:9][c:10]1[n:11][cH:12][c:13]([Br:16])[cH:14][cH:15]1>>[C:1]1(=[O:8])[C:2]([CH3:3])=[CH:4][C:5](=[O:6])[N:9]1[c:10]1[n:11][cH:12][c:13]([Br:16])[cH:14][cH:15]1. The reactants are Cl.ClC1=C(C=CC=C1Cl)CNC=1SCCN1 (((2,3-dichlorophenyl)methyl)-1,3-thiazolin-2-ylamine hydrochloride), Cl.ClC1=C(C=CC=C1Cl)CNC=1SCCN1 (((2,3-dichlorophenyl)methyl)-1,3-thiazolin-2-ylamine hydrochloride), ice water, [OH-].[Na+] (sodium hydroxide). Solvent: O (water), O (water), C(C)OCC (diethyl ether). Reaction conditions: time 10 minute. Product: ClC1=C(C=CC=C1Cl)CNC=1SCCN1 (((2,3-dichlorophenyl)methyl)-1,3-thiazolin-2-ylamine). Isolated yield 98.9%. RXN SMILES: Cl.[Cl:2][C:3]1[C:8]([Cl:9])=[CH:7][CH:6]=[CH:5][C:4]=1[CH2:10][NH:11][C:12]1[S:13][CH2:14][CH2:15][N:16]=1.[OH-].[Na+]>O.C(OCC)C>[Cl:2][C:3]1[C:8]([Cl:9])=[CH:7][CH:6]=[CH:5][C:4]=1[CH2:10][NH:11][C:12]1[S:13][CH2:14][CH2:15][N:16]=1 |f:0.1,2.3|. Procedure details: A mixture of 0.36 gram (0.0012 mole) of ((2,3-dichlorophenyl)methyl)-1,3-thiazolin-2-ylamine hydrochloride (Compound C7) in one mL of water was added to a stirred, cold (ice water bath) mixture of 0.05 gram (0.0013 mole) of sodium hydroxide in 10 mL of water and 10 mL of diethyl ether. The reaction mixture was stirred for 10 minutes, poured into a separatory funnel and was extracted with two 50 mL portions of diethyl ether. The extracts were combined, dried with sodium sulfite and filtered. The ... Reactants: CN(C)C=O, Cl, Nc1nc(C(=O)C(=O)O)cs1, O, CC(=O)Oc1ccc(C(ON)C(=O)OC(c2ccccc2)c2ccccc2)cc1OC(C)=O. Product: CC(=O)Oc1ccc(C(ON=C(C(=O)O)c2csc(N)n2)C(=O)OC(c2ccccc2)c2ccccc2)cc1OC(C)=O. Reaction SMILES: [CH3:47][N:48]([CH3:49])[CH:50]=[O:51].[ClH:46].[NH2:34][c:35]1[s:36][cH:37][c:38]([C:40]([C:41](=[O:42])[OH:43])=[O:44])[n:39]1.[OH2:45].[c:1]1([CH:7]([c:8]2[cH:9][cH:10][cH:11][cH:12][cH:13]2)[O:14][C:15]([CH:16]([O:17][NH2:18])[c:19]2[cH:20][c:21]([O:29][C:30]([CH3:31])=[O:32])[c:22]([O:25][C:26]([CH3:27])=[O:28])[cH:23][cH:24]2)=[O:33])[cH:2][cH:3][cH:4][cH:5][cH:6]1>>[c:1]1([CH:7]([c:8]2[cH:9][cH:10][cH:11][cH:12][cH:13]2)[O:14][C:15]([CH:16]([O:17][N:18]=[C:40]([c:38]2[cH:37][s:36][c:35]([NH2:34])[n:39]2)[C:41](=[O:42])[OH:43])[c:19]2[cH:20][c:21]([O:29][C:30]([CH3:31])=[O:32])[c:22]([O:25][C:26]([CH3:27])=[O:28])[cH:23][cH:24]2)=[O:33])[cH:2][cH:3][cH:4][cH:5][cH:6]1. Starting materials: FC(C(=O)O)(F)F.CS(=O)C1=CC=C(C=C1)C1=CC=C(C=N1)OCC1CCN(CC1)C(=O)OC(C)C ((±)-1-Methylethyl 4-[({6-[4-(methylsulfinyl)phenyl]-3-pyridinyl}oxy)methyl]-1-piperidinecarboxylate trifluoroacetate), C(=O)=O (CO2). The solvent is CO (MeOH). Product: C[S@](=O)C1=CC=C(C=C1)C1=CC=C(C=N1)OCC1CCN(CC1)C(=O)OC(C)C ((S)-1-Methylethyl 4-[({6-[4-(methylsulfinyl)phenyl]-3-pyridinyl}oxy)methyl]-1-piperidinecarboxylate). Isolated yield 34.1%. Reaction SMILES: FC(F)(F)C(O)=O.[CH3:8][S:9]([C:11]1[CH:16]=[CH:15][C:14]([C:17]2[N:22]=[CH:21][C:20]([O:23][CH2:24][CH:25]3[CH2:30][CH2:29][N:28]([C:31]([O:33][CH:34]([CH3:36])[CH3:35])=[O:32])[CH2:27][CH2:26]3)=[CH:19][CH:18]=2)=[CH:13][CH:12]=1)=[O:10].C(=O)=O>CO>[CH3:8][S@@:9]([C:11]1[CH:16]=[CH:15][C:14]([C:17]2[N:22]=[CH:21][C:20]([O:23][CH2:24][CH:25]3[CH2:30][CH2:29][N:28]([C:31]([O:33][CH:34]([CH3:36])[CH3:35])=[O:32])[CH2:27][CH2:26]3)=[CH:19][CH:18]=2)=[CH:13][CH:12]=1)=[O:10] |f:0.1|. Reported procedure: The racemic sulfoxide 1-methylethyl 4-[({6-[4-(methylsulfinyl)phenyl]-3-pyridinyl}oxy)methyl]-1-piperidinecarboxylate (Example 173, 370 mg) was subjected to Chiral HPLC [column: Chiralpak AS-H, column mobile phase: 65% CO2: 35% MeOH (1 mL/min), pressure 140 bar, temperature 40° C., 215 nm] analysis and then separation to give two (R and S) enantiomers. The title compound (99 mg) was isolated as an off-white solid with Tr of 7.24 min (second eluting peak). The (S) absolute stereochemistry was ass... The reactants are BrC=1C=C(C=CC1)C1=CC2=C(S1)CC(CC2(O)C=C)(C)C (2-(3-Bromophenyl)-6,6-dimethyl-4-vinyl-4,5,6,7-tetrahydrobenzo[b]thiophen-4-ol), NC(=S)N (Thiourea). The solvent is C(C)OCC (diethyl ether), petroleum ether, C(C)(=O)O (acetic acid). Conditions: temperature 25 celsius, time 18 hour. Product: C(N)(=N)SC/C=C/1\CC(CC=2SC(=CC21)C2=CC(=CC=C2)Br)(C)C ((E)-2-(2-(3-bromophenyl)-6,6-dimethyl-6,7-dihydrobenzo[b]thiophen-4(5H)-ylidene)ethyl carbamimidothioate), acetate salt. Yield: 60.0%. Reaction SMILES: [Br:1][C:2]1[CH:3]=[C:4]([C:8]2[S:12][C:11]3[CH2:13][C:14]([CH3:21])([CH3:20])[CH2:15][C:16]([CH:18]=[CH2:19])(O)[C:10]=3[CH:9]=2)[CH:5]=[CH:6][CH:7]=1.[NH2:22][C:23]([NH2:25])=[S:24]>C(O)(=O)C.C(OCC)C>[C:23]([S:24][CH2:19]/[CH:18]=[C:16]1\[CH2:15][C:14]([CH3:21])([CH3:20])[CH2:13][C:11]2[S:12][C:8]([C:4]3[CH:5]=[CH:6][CH:7]=[C:2]([Br:1])[CH:3]=3)=[CH:9][C:10]\1=2)(=[NH:22])[NH2:25]. Procedure: 2-(3-Bromophenyl)-6,6-dimethyl-4-vinyl-4,5,6,7-tetrahydrobenzo[b]thiophen-4-ol (0.39 g, 1.0 mmol) was suspended in acetic acid (2.0 mL). Thiourea (83 mg, 1.0 mmol) was added and the reaction was stirred at 25° C. for 18 hr. The mixture was diluted with diethyl ether and petroleum ether yielding a solid precipitate. The solid was filtered, washed with additional diethyl ether and dried in vacuo to afford the title compound as the acetate salt (0.3 g, 60%). Reactants: COC(CC(C)=O)=O (3-oxo-butyric acid methyl ester), R3—(CH2)m—NH2, C1(CCCCC1)N (1-cyclohexylamine), BrCC(=O)C1=C(C=CC(=C1)C(F)(F)F)F (2-bromo-1-[2-fluoro-5-(trifluoromethyl)-phenyl]-ethanone), CC1(OCC(O1)CN)C (2,2-dimethyl-1,3-dioxolan-4-methylamine). Product: C1(CCCCC1)NC(=O)C1=C(N(C(=C1)C1=C(C=CC(=C1)C(F)(F)F)F)CC1OC(OC1)(C)C)C ((rac) 1-(2,2-Dimethyl-[1,3]dioxolan-4-ylmethyl)-5-(2-fluoro-5-trifluoromethyl-phenyl)-2-methyl-1H-pyrrole-3-carboxylic acid cyclohexylamide). RXN SMILES: CO[C:3](=[O:8])[CH2:4][C:5](=O)[CH3:6].Br[CH2:10][C:11]([C:13]1[CH:18]=[C:17]([C:19]([F:22])([F:21])[F:20])[CH:16]=[CH:15][C:14]=1[F:23])=O.[CH3:24][C:25]1([CH3:32])[O:29][CH:28]([CH2:30][NH2:31])[CH2:27][O:26]1.[CH:33]1([NH2:39])[CH2:38][CH2:37][CH2:36][CH2:35][CH2:34]1>>[CH:33]1([NH:39][C:3]([C:4]2[CH:10]=[C:11]([C:13]3[CH:18]=[C:17]([C:19]([F:22])([F:21])[F:20])[CH:16]=[CH:15][C:14]=3[F:23])[N:31]([CH2:30][CH:28]3[CH2:27][O:26][C:25]([CH3:32])([CH3:24])[O:29]3)[C:5]=2[CH3:6])=[O:8])[CH2:38][CH2:37][CH2:36][CH2:35][CH2:34]1. Procedure: The title compound was synthesized in analogy to example 7, using 3-oxo-butyric acid methyl ester as compound of formula R, 2-bromo-1-[2-fluoro-5-(trifluoromethyl)-phenyl]-ethanone as compound of formula S, 2,2-dimethyl-1,3-dioxolan-4-methylamine as R3—(CH2)m—NH2 and 1-cyclohexylamine as R1R2NH, MS (ISP) 483.6 (M+H)+. Starting materials: CCOc1cc(C(C)(C)C)ncc1C1=NC(C)(c2ccc(Cl)cc2)C(C)(c2ccc(Cl)cc2)N1C(=O)Cl, OC1CCNC1. The product is CCOc1cc(C(C)(C)C)ncc1C1=NC(C)(c2ccc(Cl)cc2)C(C)(c2ccc(Cl)cc2)N1C(=O)N1CCC(O)C1. RXN SMILES: [C:1]([CH3:2])([CH3:3])([CH3:4])[c:5]1[cH:6][c:7]([O:35][CH2:36][CH3:37])[c:8]([C:11]2=[N:15][C:14]([CH3:16])([c:17]3[cH:18][cH:19][c:20]([Cl:23])[cH:21][cH:22]3)[C:13]([CH3:24])([c:25]3[cH:26][cH:27][c:28]([Cl:31])[cH:29][cH:30]3)[N:12]2[C:32](=[O:33])[Cl:34])[cH:9][n:10]1.[NH:38]1[CH2:39][CH:40]([OH:43])[CH2:41][CH2:42]1>>[C:1]([CH3:2])([CH3:3])([CH3:4])[c:5]1[cH:6][c:7]([O:35][CH2:36][CH3:37])[c:8]([C:11]2=[N:15][C:14]([CH3:16])([c:17]3[cH:18][cH:19][c:20]([Cl:23])[cH:21][cH:22]3)[C:13]([CH3:24])([c:25]3[cH:26][cH:27][c:28]([Cl:31])[cH:29][cH:30]3)[N:12]2[C:32](=[O:33])[N:38]2[CH2:39][CH:40]([OH:43])[CH2:41][CH2:42]2)[cH:9][n:10]1. Reactants: Cl (hydrochloric acid), CS(=O)(=O)Cl (Methanesulphonylchloride), NC=1C=C(C=CC1)CC(=O)O (3-aminophenylacetic acid), C([O-])([O-])=O.[Na+].[Na+] (sodium carbonate). Run in O (water), O (water). Reaction conditions: temperature 85 celsius, time 4 hour. Yields the product CS(=O)(=O)NC=1C=C(C=CC1)CC(=O)O ({3-[(Methylsulfonyl)amino]phenyl}acetic acid). RXN SMILES: [CH3:1][S:2](Cl)(=[O:4])=[O:3].[NH2:6][C:7]1[CH:8]=[C:9]([CH2:13][C:14]([OH:16])=[O:15])[CH:10]=[CH:11][CH:12]=1.C(=O)([O-])[O-].[Na+].[Na+].Cl>O>[CH3:1][S:2]([NH:6][C:7]1[CH:8]=[C:9]([CH2:13][C:14]([OH:16])=[O:15])[CH:10]=[CH:11][CH:12]=1)(=[O:4])=[O:3] |f:2.3.4|. Procedure: Methanesulphonylchloride (1.70 ml) was added to a stirred mixture of 3-aminophenylacetic acid (3.2 g) and sodium carbonate (5.44 g) in water (36 ml), and the mixture was heated at 85° C. with stirring for 4 h, allowed to cool and acidified with conc. hydrochloric acid to pH 2. After leaving to stand at approximately 4° C. for 18 h, a solid was filtered off, and the residue washed with water and ether. The aqueous and ether filtrates were combined and evaporated in vacuo to give a solid, which wa... Reactants: BrC1=CC(=C(N)C(=C1)[N+](=O)[O-])C (4-bromo-2-methyl-6-nitroaniline), Cl[Sn]Cl (SnCl2). The solvent is CCO (EtOH). The product is BrC1=CC(=C(C(=C1)N)N)C (5-bromo-3-methylbenzene-1,2-diamine). Yield: 72.6%. RXN SMILES: [Br:1][C:2]1[CH:8]=[C:7]([N+:9]([O-])=O)[C:5]([NH2:6])=[C:4]([CH3:12])[CH:3]=1.Cl[Sn]Cl>CCO>[Br:1][C:2]1[CH:8]=[C:7]([NH2:9])[C:5]([NH2:6])=[C:4]([CH3:12])[CH:3]=1. Procedure: To a suspension of 4-bromo-2-methyl-6-nitroaniline (2.0 g, 8.7 mmol) in EtOH (20 mL) was added SnCl2 (5.0 g, 26.1 mmol). The reaction mixture was heated at reflux for 14 h, cooled to RT and concentrated in vacuo. The residue was diluted with EtOAc (100 mL) and partitioned between satd. aq. NaHCO3 solution (200 mL). The resulting slurry was filtered through a pad of Celite® and the wet cake was washed with EtOAc (3×50 mL). The filtrate was washed sequentially with satd. aq. NaHCO3, water, and bri...